describe an organic reaction: reactants, conditions, products, and yield From a dataset of the Open Reaction Database (ORD), a public repository of structured organic reaction records. Reactants: COC=1C=C(C(=O)OC)C=CC1CC1=CCC2=CC=C(C=C12)NC(C(F)(F)F)=O (methyl 3-methoxy-4-[6-(trifluoroacetamido)-3H-inden-1-ylmethyl]benzoate), COC=1C=C(C(=O)OC)C=CC1CC1C=CC2=CC=C(C=C12)NC(C(F)(F)F)=O (methyl 3-methoxy-4-[6-(trifluoroacetamido)-1H-inden-1-ylmethyl]benzoate), N12CCCCCC2=NCCC1 (1,8-diazabicyclo[5.4.0]undec-7-ene). Solvent: O1CCCC1 (tetrahydrofuran). Product: COC1(CC(C(=O)OC)=CC=C1CC1=CCC2=CC=C(C=C12)NC(C(F)(F)F)=O)OC (methyl 3-methoxy-4-[6-(trifluoroacetamido)-3H-inden-1-ylmethyl]-3-methoxybenzoate). Yield: 27.0%. As a reaction SMILES: [CH3:1][O:2][C:3]1[CH:4]=[C:5]([CH:10]=[CH:11][C:12]=1[CH2:13][C:14]1[C:22]2[C:17](=[CH:18][CH:19]=[C:20]([NH:23][C:24](=[O:29])[C:25]([F:28])([F:27])[F:26])[CH:21]=2)[CH2:16][CH:15]=1)[C:6]([O:8][CH3:9])=[O:7].[CH3:30][O:31]C1C=C(C=CC=1CC1C2C(=CC=C(NC(=O)C(F)(F)F)C=2)C=C1)C(OC)=O.N12CCCN=C1CCCCC2>O1CCCC1>[CH3:1][O:2][C:3]1([O:31][CH3:30])[C:12]([CH2:13][C:14]2[C:22]3[C:17](=[CH:18][CH:19]=[C:20]([NH:23][C:24](=[O:29])[C:25]([F:27])([F:28])[F:26])[CH:21]=3)[CH2:16][CH:15]=2)=[CH:11][CH:10]=[C:5]([C:6]([O:8][CH3:9])=[O:7])[CH2:4]1. Procedure: A solution of n-butyllithium in hexane (1.4M, 38.82 ml) was added to a -78° C. solution of diisopropylamine (7.85 ml) in tetrahydrofuran (25 ml). After stirring for 15 min, a solution of 6-(trifluoroacetamido)-3H-indene (5.92 g) in tetrahydrofuran (25 ml) was added and stirred for 1 h. The reaction mixture was cooled to -100° C. and a solution of methyl 4-bromomethyl-3-methoxybenzoate (8.44 g) in tetrahydrofuran (35 ml) was added. The mixture was allowed to warm to room temperature and stirred f... Starting materials: N12CCCCCC2=NCCC1 (1,8-Diazabicyclo[5.4.0]undec-7-ene), C(C=C)C=1C=NN(C1S(=O)(=O)N)C (4-(2-Propenyl)-1-methyl-5-pyrazole sulfonamide), C1(=CC=CC=C1)NC([O-])=O (phenylcarbamate), COC1=NC(=NC(=C1)OC)N (4,6-dimethoxy-2-aminopyrimidine), Cl (hydrochloric acid). Solvent: C(C)#N (acetonitrile). Reaction conditions: time 30 minute. Yields the product COC1=NC(=NC(=C1)OC)NC(=O)NS(=O)(=O)C1=C(C=NN1C)C=CC (N-[(4,6-Dimethoxypyrimidin-2-yl)aminocarbonyl]-1-methyl-4-(1-propenyl)-1H-pyrazole-5-sulfonamide). As a reaction SMILES: [CH2:1]([C:4]1[CH:5]=[N:6][N:7]([CH3:13])[C:8]=1[S:9]([NH2:12])(=[O:11])=[O:10])[CH:2]=[CH2:3].C1(N[C:21](=O)[O-:22])C=CC=CC=1.[CH3:24][O:25][C:26]1[CH:31]=[C:30]([O:32][CH3:33])[N:29]=[C:28]([NH2:34])[N:27]=1.N12CCCN=C1CCCCC2.Cl>C(#N)C>[CH3:24][O:25][C:26]1[CH:31]=[C:30]([O:32][CH3:33])[N:29]=[C:28]([NH:34][C:21]([NH:12][S:9]([C:8]2[N:7]([CH3:13])[N:6]=[CH:5][C:4]=2[CH:1]=[CH:2][CH3:3])(=[O:11])=[O:10])=[O:22])[N:27]=1. Procedure details: The sulfonamide from Example 4 (150 mg, 0.7 mmol) and the phenylcarbamate of 4,6-dimethoxy-2-aminopyrimidine (202 mg, 0.7 mmol) were dissolved in 5 ml of acetonitrile. 1,8-Diazabicyclo[5.4.0]undec-7-ene (112 mg, 0.7 mmol) was added and the reaction was stirred for 30 minutes. Addition of 5 ml of 5% hydrochloric acid resulted in a solid, which was collected and dried to afford 280 mg of the desired product, m.p. 154°-156° C. Starting materials: C(=O)(O)CC1=C(C(=O)O)C=CC(=C1)[N+](=O)[O-] (2-carboxymethyl-4-nitrobenzoic acid), C(C)(=O)OC(C)=O (acetic anhydride). Run in C1(=CC=CC=C1)C (toluene). The product is OCC1=C(C=C(C=C1)[N+](=O)[O-])CCO (2-(2-Hydroxymethyl-5-nitrophenyl)ethanol). The yield is 92.4%. Reaction SMILES: [C:1]([CH2:4][C:5]1[CH:13]=[C:12]([N+:14]([O-:16])=[O:15])[CH:11]=[CH:10][C:6]=1[C:7](O)=[O:8])(O)=[O:2].C(OC(=O)C)(=O)C>C1(C)C=CC=CC=1>[OH:8][CH2:7][C:6]1[CH:10]=[CH:11][C:12]([N+:14]([O-:16])=[O:15])=[CH:13][C:5]=1[CH2:4][CH2:1][OH:2]. Procedure: A mixture of 2-carboxymethyl-4-nitrobenzoic acid (13 g, 57.7 mmol), acetic anhydride (5.45 mL, 57.7 mmol) and toluene (130 mL) were heated to reflux for 5 hrs. The solvent was removed under vacuum to yield 6-nitro-isochroman-1,3-dione (compound (10) in Scheme 2) as a yellow solid (10.51 g, 88%). Borane tetrahydrofuran complex (35.6 mL, 1M in THF) was added dropwise over 40 min to a solution of 6-nitro-isochroman-1,3-dione (2 g, 9.66 mmol) in THF (40 mL) at 0° C. The contents were then stirred fo... Reactants: COC(CCC1=C(C=CC=C1)O)=O (2-hydroxybenzenepropanoic acid methyl ester), ClCC1=CC(=CC=C1)CCl (α,α'-dichloro-m-xylene), C([O-])([O-])=O.[K+].[K+] (potassium carbonate), C(C)#N (acetonitrile). Run in CCOCC (ether). Yields the product COC(CCC1=C(C=CC=C1)OCC1=CC(=CC=C1)CCl)=O (2-[3-(chloromethyl)phenylmethoxy]benzenepropanoic acid methyl ester). Yield: 54.6%. As a reaction SMILES: [CH3:1][O:2][C:3](=[O:13])[CH2:4][CH2:5][C:6]1[CH:11]=[CH:10][CH:9]=[CH:8][C:7]=1[OH:12].[Cl:14][CH2:15][C:16]1[CH:21]=[CH:20][CH:19]=[C:18]([CH2:22]Cl)[CH:17]=1.C(=O)([O-])[O-].[K+].[K+].C(#N)C>CCOCC>[CH3:1][O:2][C:3](=[O:13])[CH2:4][CH2:5][C:6]1[CH:11]=[CH:10][CH:9]=[CH:8][C:7]=1[O:12][CH2:22][C:18]1[CH:19]=[CH:20][CH:21]=[C:16]([CH2:15][Cl:14])[CH:17]=1 |f:2.3.4|. Procedure: A mixture of 1.8 g (10 mmol) of 2-hydroxybenzenepropanoic acid methyl ester, 14 g (80 mmol) of α,α'-dichloro-m-xylene, 4.25 g (30.8 mmol) of anhydrous, granular potassium carbonate, and 70 mL of acetonitrile was stirred and refluxed for 4 hr. After being cooled, the resulting mixture was diluted with 200 mL of ether and filtered with suction. The solids were washed thoroughly with ether and then the filtrate and washes were combined and concentrated in vacuo. The oily residue was chromatographed... Starting materials: OC=1C=CC2=C(C(C=3NC4=CC(=CC=C4C3C2=O)C#N)(C)C)C1 (8-Hydroxy-6,6-dimethyl-11-oxo-6,11-dihydro-5H-benzo[b]carbazole-3-carbonitrile), C1(=CC=CC=C1)C1OCC(CO1)O (2-phenyl-[1,3]dioxan-5-ol). The product is CC1(C2=C(C(C=3C4=CC=C(C=C4NC13)C#N)=O)C=CC(=C2)OC2COC(OC2)C2=CC=CC=C2)C (6,6-Dimethyl-11-oxo-8-(2-phenyl-[1,3]dioxan-5-yloxy)-6,11-dihydro-5H-benzo[b]carbazole-3-carbonitrile). RXN SMILES: [OH:1][C:2]1[CH:3]=[CH:4][C:5]2[C:17](=[O:18])[C:16]3[C:15]4[C:10](=[CH:11][C:12]([C:19]#[N:20])=[CH:13][CH:14]=4)[NH:9][C:8]=3[C:7]([CH3:22])([CH3:21])[C:6]=2[CH:23]=1.[C:24]1([CH:30]2[O:35][CH2:34][CH:33](O)[CH2:32][O:31]2)[CH:29]=[CH:28][CH:27]=[CH:26][CH:25]=1>>[CH3:22][C:7]1([CH3:21])[C:8]2[NH:9][C:10]3[C:15](=[CH:14][CH:13]=[C:12]([C:19]#[N:20])[CH:11]=3)[C:16]=2[C:17](=[O:18])[C:5]2[CH:4]=[CH:3][C:2]([O:1][CH:33]3[CH2:32][O:31][CH:30]([C:24]4[CH:25]=[CH:26][CH:27]=[CH:28][CH:29]=4)[O:35][CH2:34]3)=[CH:23][C:6]1=2. Procedure details: Under the same conditions as the method for synthesizing Compound A7-1, the title compound was prepared from Compound A6 and 2-phenyl-[1,3]dioxan-5-ol. The solvent is C1CCOC1 (THF), C1CCOC1 (THF). Reaction SMILES: [NH2:1][C:2]1[CH:11]=[CH:10][C:5]([C:6](OC)=[O:7])=[C:4]([F:12])[CH:3]=1.[H-].[H-].[H-].[H-].[Li+].[Al+3]>C1COCC1>[NH2:1][C:2]1[CH:11]=[CH:10][C:5]([CH2:6][OH:7])=[C:4]([F:12])[CH:3]=1 |f:1.2.3.4.5.6|. Product: NC1=CC(=C(C=C1)CO)F ((4-amino-2-fluorophenyl)methanol). Procedure details: To a 250 ml three necked round bottom flask, methyl 4-amino-2-fluorobenzoate (2.75 g, 0.0162 mole) was added in anhydrous THF (60 ml) under nitrogen atmosphere and cooled to 0-5° C. After 15 minutes, 2.0 M solutions of LAH in THF (24.3 ml, 0.0487 mole) was added dropwise and stirred for 10 min. The reaction mixture was allowed to warm up to room temperature and stirred at same temperature for 1 hr. After completion of the reaction, the reaction mixture was cooled to 5° C. and quenched with sat. ... Starting materials: three, NC1=CC(=C(C(=O)OC)C=C1)F (methyl 4-amino-2-fluorobenzoate), solutions, [H-].[H-].[H-].[H-].[Li+].[Al+3] (LAH). Reaction conditions: temperature 2.5 celsius, time 15 minute. Yield: 74.3%. Starting materials: NC=1SC=C(N1)C(C(=O)N[C@H]1[C@H]2SCC(=C(N2C1=O)C(=O)O)CSC=1OC(=NN1)C1=CC(=C(C=C1)O)O)=O ((6R,7R)-7-(2-Amino-4-thiazoleglyoxylamido)-3-[[[5-(3,4-dihydroxyphenyl)-1,3,4-oxadiazol-2-yl]thio]methyl]-8-oxo-5-thia-1-azabicyclo[4.2.0]oct-2-ene-2-carboxylic acid), Cl.NOC(C(=O)NNC(C1=CC(=C(C=C1)O)O)=O)(C)C (1-[2-(aminooxy)-2-methylpropionyl]-2-(3,4-dihydroxybenzoyl)hydrazine hydrochloride). Solvent: CC(=O)N(C)C (dimethylacetamide). Reaction conditions: time 20 hour. Yields the product NC=1SC=C(N1)/C(/C(=O)N[C@H]1[C@H]2SCC(=C(N2C1=O)C(=O)O)CSC=1OC(=NN1)C1=CC(=C(C=C1)O)O)=N/OC(C)(C)C(NNC(C1=CC(=C(C=C1)O)O)=O)=O ((6R,7R)-7-[(Z)-2-(2-amino-4-thiazolyl)-2-[[1-[3-(3,4-dihydroxybenzoyl)carbazoyl]-1-methylethoxy]imino]acetamido]-3-[[[5-(3,4-dihydroxyphenyl)-1,3,4-oxadiazol-2-yl]thio]methyl]-8-oxo-5-thia-1-azabicyclo[4.2.0]oct-2 -ene-2-carboxylic acid). Yield: 78.5%. Reaction SMILES: [NH2:1][C:2]1[S:3][CH:4]=[C:5]([C:7](=O)[C:8]([NH:10][C@@H:11]2[C:18](=[O:19])[N:17]3[C@@H:12]2[S:13][CH2:14][C:15]([CH2:23][S:24][C:25]2[O:26][C:27]([C:30]4[CH:35]=[CH:34][C:33]([OH:36])=[C:32]([OH:37])[CH:31]=4)=[N:28][N:29]=2)=[C:16]3[C:20]([OH:22])=[O:21])=[O:9])[N:6]=1.Cl.[NH2:40][O:41][C:42]([CH3:58])([CH3:57])[C:43]([NH:45][NH:46][C:47](=[O:56])[C:48]1[CH:53]=[CH:52][C:51]([OH:54])=[C:50]([OH:55])[CH:49]=1)=[O:44]>CC(N(C)C)=O>[NH2:1][C:2]1[S:3][CH:4]=[C:5](/[C:7](=[N:40]/[O:41][C:42]([C:43](=[O:44])[NH:45][NH:46][C:47](=[O:56])[C:48]2[CH:53]=[CH:52][C:51]([OH:54])=[C:50]([OH:55])[CH:49]=2)([CH3:57])[CH3:58])/[C:8]([NH:10][C@@H:11]2[C:18](=[O:19])[N:17]3[C@@H:12]2[S:13][CH2:14][C:15]([CH2:23][S:24][C:25]2[O:26][C:27]([C:30]4[CH:35]=[CH:34][C:33]([OH:36])=[C:32]([OH:37])[CH:31]=4)=[N:28][N:29]=2)=[C:16]3[C:20]([OH:22])=[O:21])=[O:9])[N:6]=1 |f:1.2|. Procedure details: (6R,7R)-7-(2-Amino-4-thiazoleglyoxylamido)-3-[[[5-(3,4-dihydroxyphenyl)-1,3,4-oxadiazol-2-yl]thio]methyl]-8-oxo-5-thia-1-azabicyclo[4.2.0]oct-2-ene-2-carboxylic acid (80 mg) (0.1 mmol) and 42 mg (0.13 mmol) of 1-[2-(aminooxy)-2-methylpropionyl]-2-(3,4-dihydroxybenzoyl)hydrazine hydrochloride are dissolved in 2 ml of absolute dimethylacetamide. After stirring for 20 hours the mixture is filtered and the mother liquor is concentrated at room temperature in a high vacuum. The residue is crystallize... The reactants are C(C)(C)(C)C1=NN=C(S1)/N=C/N(C)C ((E)-N′-(5-tert-butyl-1,3,4-thiadiazol-2-yl)-N,N-dimethylformimidamide), BrCCCC (1-bromobutane). Solvent: hexanes, C1(=CC=CC=C1)C (toluene). Conditions: temperature 100 celsius. Product: [Br-].C(C)(C)(C)C1=N[N+](=C(S1)/N=C/N(C)C)CCCC ((E)-5-tert-butyl-3-butyl-2-((dimethylamino)methyleneamino)-1,3,4-thiadiazol-3-ium bromide). RXN SMILES: [C:1]([C:5]1[S:9][C:8](/[N:10]=[CH:11]/[N:12]([CH3:14])[CH3:13])=[N:7][N:6]=1)([CH3:4])([CH3:3])[CH3:2].[Br:15][CH2:16][CH2:17][CH2:18][CH3:19]>C1(C)C=CC=CC=1>[Br-:15].[C:1]([C:5]1[S:9][C:8](/[N:10]=[CH:11]/[N:12]([CH3:14])[CH3:13])=[N+:7]([CH2:16][CH2:17][CH2:18][CH3:19])[N:6]=1)([CH3:4])([CH3:2])[CH3:3] |f:3.4|. Procedure details: To a suspension of Example 162A (1.00 g, 4.71 mmol) in toluene (10 mL) was added 1-bromobutane (0.56 mL, 5.18 mmol). The mixture was heated at 100° C. for 12 hours, then cooled to ambient temperature and diluted with hexanes. The solid was collected by filtration (hexane wash) to afford the title compound. 1H NMR (300 MHz, DMSO-d6) δ ppm 0.91 (t, J=7.5 Hz, 3H), 1.23-1.36 (m, 2H), 1.39 (s, 9H), 1.70-1.84 (m, 2H), 3.22 (s, 6H), 4.29 (t, J=7.1 Hz, 2H), 8.54 (s, 1H). The reactants are C(C)(C)(C)OC(NC1=NC=C(C=C1)CNC(=O)C=1C=2C=NN(C2C=CC1)C1=CC=C(C=C1)F)=O ([5-({[1-(4-Fluoro-phenyl)-1H-indazole-4-carbonyl]-amino}-methyl)-pyridin-2-yl]-carbamic acid tert-butyl ester), acid chloride, C(C)(C)(C)OC(NC1=NC=C(C=C1)CN)=O (tert-butyl[5-(aminomethyl)pyridine-2-yl]carbamate), Cl (HCl), O1CCOCC1 (dioxane). Conditions: time 6 hour. Yields the product NC1=CC=C(C=N1)CNC(=O)C=1C=2C=NN(C2C=CC1)C1=CC=C(C=C1)F (1-(4-Fluoro-phenyl)-1H-indazole-4-carboxylic acid (6-amino-pyridin-3-ylmethyl)-amide). Reaction SMILES: C(OC(=O)[NH:7][C:8]1[CH:13]=[CH:12][C:11]([CH2:14][NH:15][C:16]([C:18]2[C:19]3[CH:20]=[N:21][N:22]([C:27]4[CH:32]=[CH:31][C:30]([F:33])=[CH:29][CH:28]=4)[C:23]=3[CH:24]=[CH:25][CH:26]=2)=[O:17])=[CH:10][N:9]=1)(C)(C)C.C(OC(=O)NC1C=CC(CN)=CN=1)(C)(C)C.Cl.O1CCOCC1>>[NH2:7][C:8]1[N:9]=[CH:10][C:11]([CH2:14][NH:15][C:16]([C:18]2[C:19]3[CH:20]=[N:21][N:22]([C:27]4[CH:28]=[CH:29][C:30]([F:33])=[CH:31][CH:32]=4)[C:23]=3[CH:24]=[CH:25][CH:26]=2)=[O:17])=[CH:12][CH:13]=1. Reported procedure: [5-({[1-(4-Fluoro-phenyl)-1H-indazole-4-carbonyl]-amino}-methyl)-pyridin-2-yl]-carbamic acid tert-butyl ester (0.200 g, 0.433 mmol) synthesized as described in Example 4, via the acid chloride and tert-butyl[5-(aminomethyl)pyridine-2-yl]carbamate) was treated with a solution of 4 N HCl in dioxane (5 mL, 20 mmol) and stirred for 6 hours at room temperature. A solid was obtained by filtration, and partitioned between saturated aqueous NaHCO3 (10 mL) and ethyl acetate (10 mL). The organic layer was... The reactants are C(C)OC(=O)C1=C(N=C(S1)NC1=C(C=CC(=C1)OCC1=CC=CC=C1)N)C1=CC(=CC=C1)Cl (2-(2-amino-5-benzyloxy-phenylamino)-4-(3-chloro-phenyl)-thiazole-5-carboxylic acid ethyl ester), C(OCC)(OCC)OCC (triethyl orthoformate). Run in C(C)(=O)O (acetic acid). The product is C(C)OC(=O)C1=C(N=C(S1)N1C=NC2=C1C=C(C=C2)OCC2=CC=CC=C2)C2=CC(=CC=C2)Cl (2-(6-benzyloxy-benzoimidazol-1-yl)-4-(3-chloro-phenyl)-thiazole-5-carboxylic acid ethyl ester). RXN SMILES: [CH2:1]([O:3][C:4]([C:6]1[S:10][C:9]([NH:11][C:12]2[CH:17]=[C:16]([O:18][CH2:19][C:20]3[CH:25]=[CH:24][CH:23]=[CH:22][CH:21]=3)[CH:15]=[CH:14][C:13]=2[NH2:26])=[N:8][C:7]=1[C:27]1[CH:32]=[CH:31][CH:30]=[C:29]([Cl:33])[CH:28]=1)=[O:5])[CH3:2].[CH:34](OCC)(OCC)OCC>C(O)(=O)C>[CH2:1]([O:3][C:4]([C:6]1[S:10][C:9]([N:11]2[C:12]3[CH:17]=[C:16]([O:18][CH2:19][C:20]4[CH:25]=[CH:24][CH:23]=[CH:22][CH:21]=4)[CH:15]=[CH:14][C:13]=3[N:26]=[CH:34]2)=[N:8][C:7]=1[C:27]1[CH:32]=[CH:31][CH:30]=[C:29]([Cl:33])[CH:28]=1)=[O:5])[CH3:2]. Reported procedure: A mixture of the 2-(2-amino-5-benzyloxy-phenylamino)-4-(3-chloro-phenyl)-thiazole-5-carboxylic acid ethyl ester (VII.25) from previous step, 50 mL of acetic acid, 5 mL of triethyl orthoformate was heated to 50 degrees for 1 hour. The mixture was concentrated under reduced pressure and the residue taken up in 200 mL of dichloromethane. The mixture was washed with 100 mL saturated sodium bicarbonate. The aqueous layer was extracted twice with 100 mL of dichloromethane. The combined organic layers ...